Dataset: the Open Reaction Database (ORD), a public repository of structured organic reaction records. Task: describe an organic reaction: reactants, conditions, products, and yield Starting materials: Cl (HCl), NC1=NC(=C(C(=N1)C)CC1=CC=C(C=C1)CC(=O)O)NCCCCC (2-(4-((2-Amino-4-methyl-6-(pentylamino)pyrimidin-5-yl)methyl)phenyl)acetic acid), C(C)(=O)OC(C)C (isopropyl acetate). Run in C(C)#N (acetonitrile). Run at temperature 40 celsius, time 1 hour. Product: Cl.NC1=NC(=C(C(=N1)C)CC1=CC=C(C=C1)CC(=O)O)NCCCCC (2-(4-((2-Amino-4-methyl-6-(pentylamino)pyrimidin-5-yl)methyl)phenyl)acetic acid hydrochloride). RXN SMILES: [NH2:1][C:2]1[N:7]=[C:6]([CH3:8])[C:5]([CH2:9][C:10]2[CH:15]=[CH:14][C:13]([CH2:16][C:17]([OH:19])=[O:18])=[CH:12][CH:11]=2)=[C:4]([NH:20][CH2:21][CH2:22][CH2:23][CH2:24][CH3:25])[N:3]=1.[ClH:26].C(OC(C)C)(=O)C>C(#N)C>[ClH:26].[NH2:1][C:2]1[N:7]=[C:6]([CH3:8])[C:5]([CH2:9][C:10]2[CH:11]=[CH:12][C:13]([CH2:16][C:17]([OH:19])=[O:18])=[CH:14][CH:15]=2)=[C:4]([NH:20][CH2:21][CH2:22][CH2:23][CH2:24][CH3:25])[N:3]=1 |f:4.5|. Procedure details: A suspension of the product from step (v) (8.00 g, 23.4 mmol) in acetonitrile (48.0 g) was heated to 40° C., and 35% aq. HCl (2.68 g, 25.7 mmol) was slowly added to the suspension. After the mixture was stirred at 40° C. for 1 hour, isopropyl acetate (160 g) was slowly added to the mixture. The mixture was cooled to 15° C. and stirred for 1 hour. The resulting precipitate was collected by filtration, washed with combined solution of acetonitrile (5.14 g) and isopropyl acetate (13.9 g), and dried... The reactants are [H-].[Al+3].[Li+].[H-].[H-].[H-] (lithium aluminum hydride), S(O)(O)(=O)=O (sulfuric acid), S(O)(O)(=O)=O (sulfuric acid), S(O)(O)(=O)=O.C1CCOC1 (sulfuric acid THF), [H-].[Al+3].[Li+].[H-].[H-].[H-] (lithium aluminum hydride), C(C)OC(CC1(CNC(C1)=O)C1=CC(=C(C=C1)Cl)Cl)=O ((3-(3,4-dichlorophenyl)-5-oxopyrrolidin-3-yl)acetic acid ethyl ester). Solvent: C1CCOC1 (THF), C1CCOC1 (THF), C(C)(=O)OCC.CCCCCC (ethyl acetate hexane), ClCCl (dichloromethane), C1CCOC1 (THF). Run at time 1 hour. Yields the product ClC=1C=C(C=CC1Cl)C1(CNCC1)CCO (3-(3,4-dichlorophenyl)-3-(2-hydroxyethyl)pyrrolidine). As a reaction SMILES: [H-].[Al+3].[Li+].[H-].[H-].[H-].S(=O)(=O)(O)O.S(=O)(=O)(O)O.C1COCC1.C([O:24][C:25](=O)[CH2:26][C:27]1([C:33]2[CH:38]=[CH:37][C:36]([Cl:39])=[C:35]([Cl:40])[CH:34]=2)[CH2:31][C:30](=O)[NH:29][CH2:28]1)C>C1COCC1.ClCCl.C(OCC)(=O)C.CCCCCC>[Cl:40][C:35]1[CH:34]=[C:33]([C:27]2([CH2:26][CH2:25][OH:24])[CH2:31][CH2:30][NH:29][CH2:28]2)[CH:38]=[CH:37][C:36]=1[Cl:39] |f:0.1.2.3.4.5,7.8,12.13|. Procedure: Cool a solution of lithium aluminum hydride (450 mL, 1M in THF, 450 mmol) to −10° C. in a ice/acetone bath. Add dropwise, a solution of sulfuric acid (12 mL, 99.999%, 225.3 mmol) in THF (35 mL). (Use caution when adding the sulfuric acid to the THF and also when adding the sulfuric acid/THF solution to the lithium aluminum hydride solution). After the addition is complete, stir for 1 hour. Warm to ambient temperature and stir for 2 hours. Add dropwise, a solution of (3-(3,4-dichlorophenyl)-5-oxo... Starting materials: ClC1=CC=C(CN2C(=C(C3=CC(=CC=C23)C(C)(C)C)SC2=CC=CC=C2)CC(=O)O)C=C1 (1-(p-Chlorobenzyl)-5-(t-butyl)-3-phenylthio-indole-2-acetic acid), ClC1=CC(=CC=C1)C(=O)OO (m-chloroperbenzoic acid). Run in CCOCC (ether), C(Cl)Cl (methylene chloride). Conditions: time 30 minute. The product is ClC1=CC=C(CN2C(=C(C3=CC(=CC=C23)C(C)(C)C)S(=O)C2=CC=CC=C2)CC(=O)O)C=C1 (1-(p-Chlorobenzyl)-5-(t butyl)-3-phenylsulfinylindole-2-acetic acid). As a reaction SMILES: [Cl:1][C:2]1[CH:32]=[CH:31][C:5]([CH2:6][N:7]2[C:15]3[C:10](=[CH:11][C:12]([C:16]([CH3:19])([CH3:18])[CH3:17])=[CH:13][CH:14]=3)[C:9]([S:20][C:21]3[CH:26]=[CH:25][CH:24]=[CH:23][CH:22]=3)=[C:8]2[CH2:27][C:28]([OH:30])=[O:29])=[CH:4][CH:3]=1.ClC1C=CC=C(C(OO)=[O:41])C=1>C(Cl)Cl.CCOCC>[Cl:1][C:2]1[CH:3]=[CH:4][C:5]([CH2:6][N:7]2[C:15]3[C:10](=[CH:11][C:12]([C:16]([CH3:19])([CH3:17])[CH3:18])=[CH:13][CH:14]=3)[C:9]([S:20]([C:21]3[CH:22]=[CH:23][CH:24]=[CH:25][CH:26]=3)=[O:41])=[C:8]2[CH2:27][C:28]([OH:30])=[O:29])=[CH:31][CH:32]=1. Reported procedure: To a cold (-10°) solution of 1-(p-chlorobenzyl)-5-(t-butyl)-3-phenylthioindole-2-acetic acid (67 mg) from Example 12 in 1.45 mL dry methylene chloride, under nitrogen, was added 34 mg of m-chloroperbenzoic acid. The reaction mixture was stirred at -10° for 1 h and room temperature for 30 min. The reaction mixture was then diluted with ether and washed with water (2×) and brine and dried over MgSO4. Filtration and concentration gave a solid which was passed through a short column of silica gel. E... The reactants are C(CCCCCCCCCCCCCCCCCCCCC)Cl (behenyl chloride), Cl (hydrogen chloride), C(CCCCCCCCCCCCCCC)NC(C=C)=O (N-cetylacrylamide), C(C=C)(=O)N (acrylamide), [Cl-].[Al+3].[Cl-].[Cl-] (aluminium chloride). The solvent is CC(=O)C (acetone). Conditions: time 5 minute. Product: C(CCCCCCCCCCCCCCCCCCCCC)NC(C=C)=O (N-Behenylacrylamide). Reaction SMILES: [CH2:1](Cl)[CH2:2][CH2:3][CH2:4][CH2:5][CH2:6][CH2:7][CH2:8][CH2:9][CH2:10][CH2:11][CH2:12][CH2:13][CH2:14][CH2:15][CH2:16][CH2:17][CH2:18][CH2:19][CH2:20][CH2:21][CH3:22].[C:24]([NH2:28])(=[O:27])[CH:25]=[CH2:26].[Cl-].[Al+3].[Cl-].[Cl-].Cl.C(NC(=O)C=C)CCCCCCCCCCCCCCC>CC(C)=O>[CH2:1]([NH:28][C:24](=[O:27])[CH:25]=[CH2:26])[CH2:2][CH2:3][CH2:4][CH2:5][CH2:6][CH2:7][CH2:8][CH2:9][CH2:10][CH2:11][CH2:12][CH2:13][CH2:14][CH2:15][CH2:16][CH2:17][CH2:18][CH2:19][CH2:20][CH2:21][CH3:22] |f:2.3.4.5|. Procedure: In a 250 ml capacity conical flask 8.63 g behenyl chloride (0.025 M), 1.75 g acrylamide (0.025 M) and 50 ml acetone were placed to obtain a clear solution. The solution was stirred with a magnetic needle at room temperature. 3.25 g anhydrous aluminium chloride (0.025 M) was added and the reaction mixture was stirred at room temperature. After 5 to 10 minutes of stirring vigorous evolution of hydrogen chloride took place which ceased after about 5 minutes. The product was isolated following the p... The reactants are COC(=O)Cn1c(=O)ccc2ccc(Br)cc21, CCOCC, N#C[Cu], CN(C)C=O, c1ccc(P(c2ccccc2)(c2ccccc2)[Pd](P(c2ccccc2)(c2ccccc2)c2ccccc2)(P(c2ccccc2)(c2ccccc2)c2ccccc2)P(c2ccccc2)(c2ccccc2)c2ccccc2)cc1. The product is COC(=O)Cn1c(=O)ccc2ccc(C#N)cc21. Reaction SMILES: [Br:4][c:5]1[cH:6][cH:7][c:8]2[cH:9][cH:10][c:11](=[O:20])[n:12]([CH2:15][C:16](=[O:17])[O:18][CH3:19])[c:13]2[cH:14]1.[CH3:26][CH2:27][O:28][CH2:29][CH3:30].[Cu:1][C:2]#[N:3].[O:21]=[CH:22][N:23]([CH3:24])[CH3:25].[cH:31]1[cH:32][cH:33][c:34]([P:35]([Pd:36]([P:37]([c:38]2[cH:39][cH:40][cH:41][cH:42][cH:43]2)([c:44]2[cH:45][cH:46][cH:47][cH:48][cH:49]2)[c:50]2[cH:51][cH:52][cH:53][cH:54][cH:55]2)([P:56]([c:57]2[cH:58][cH:59][cH:60][cH:61][cH:62]2)([c:63]2[cH:64][cH:65][cH:66][cH:67][cH:68]2)[c:69]2[cH:70][cH:71][cH:72][cH:73][cH:74]2)[P:75]([c:76]2[cH:77][cH:78][cH:79][cH:80][cH:81]2)([c:82]2[cH:83][cH:84][cH:85][cH:86][cH:87]2)[c:88]2[cH:89][cH:90][cH:91][cH:92][cH:93]2)([c:94]2[cH:95][cH:96][cH:97][cH:98][cH:99]2)[c:100]2[cH:101][cH:102][cH:103][cH:104][cH:105]2)[cH:106][cH:107]1>>[C:2](#[N:3])[c:5]1[cH:6][cH:7][c:8]2[cH:9][cH:10][c:11](=[O:20])[n:12]([CH2:15][C:16](=[O:17])[O:18][CH3:19])[c:13]2[cH:14]1. Starting materials: ClC=1N=CC2=C(N1)C=CN2COCC[Si](C)(C)C (2-chloro-5-((2-(trimethylsilyl)ethoxy)methyl)-5H-pyrrolo[3,2-d]pyrimidine), C(CCC)[Sn](C(=C)OCC)(CCCC)CCCC (tributyl(1-ethoxyvinyl)stannane), [OH-].[Na+] (NaOH), Cl (HCl). The reagents and catalysts are Cl[Pd]([P](C1=CC=CC=C1)(C2=CC=CC=C2)C3=CC=CC=C3)([P](C4=CC=CC=C4)(C5=CC=CC=C5)C6=CC=CC=C6)Cl (Pd(PPh3)2Cl2). The solvent is CN(C)C=O (DMF), CCOC(=O)C (EtOAc). Run at temperature 100 celsius, time 16 hour. Product: C[Si](CCOCN1C=CC=2N=C(N=CC21)C(C)=O)(C)C (1-(5-((2-(trimethylsilyl)ethoxy)methyl)-5H-pyrrolo[3,2-d]pyrimidin-2-yl)ethanone). Yield: 65.2%. As a reaction SMILES: Cl[C:2]1[N:3]=[CH:4][C:5]2[N:10]([CH2:11][O:12][CH2:13][CH2:14][Si:15]([CH3:18])([CH3:17])[CH3:16])[CH:9]=[CH:8][C:6]=2[N:7]=1.C([Sn](CCCC)(CCCC)[C:24]([O:26]CC)=[CH2:25])CCC.Cl.[OH-].[Na+]>CN(C=O)C.CCOC(C)=O.Cl[Pd](Cl)([P](C1C=CC=CC=1)(C1C=CC=CC=1)C1C=CC=CC=1)[P](C1C=CC=CC=1)(C1C=CC=CC=1)C1C=CC=CC=1>[CH3:16][Si:15]([CH3:18])([CH3:17])[CH2:14][CH2:13][O:12][CH2:11][N:10]1[C:5]2[CH:4]=[N:3][C:2]([C:24](=[O:26])[CH3:25])=[N:7][C:6]=2[CH:8]=[CH:9]1 |f:3.4,^1:53,72|. Procedure details: To a stirred mixture of sodium hydride (12.5 g, 520 mmol, 60% in mineral oil) in anhydrous THF (300 mL) at 0° C. was added dropwise 2-chloro-5H-pyrrolo[3,2-d]pyrimidine (40.0 g, 262 mmol) dissolved in anhydrous THF (200 mL). The reaction mixture was stirred at 0° C. for 15 min them SEMCl (52.5 g, 315 mmol) was added dropwise. The mixture was then stirred at RT for 1 h and then diluted with EtOAc. The organic layer was washed with water and brine, dried over (Na2SO4), filtered and concentrated un...